From a dataset of the Open Reaction Database (ORD), a public repository of structured organic reaction records. describe an organic reaction: reactants, conditions, products, and yield Starting materials: ClC1=C(C(=O)O)C=CC(=C1)Cl (2,4-dichlorobenzoic acid), cupric chloride, C(O)CN (ethanolamine), Cl (hydrochloric acid). Yields the product OCCNC1=C(C(=O)O)C=CC(=C1)Cl (2-(2-hydroxyethylamino)-4-chlorobenzoic Acid). Isolated yield 96.9%. RXN SMILES: Cl[C:2]1[CH:10]=[C:9]([Cl:11])[CH:8]=[CH:7][C:3]=1[C:4]([OH:6])=[O:5].[CH2:12]([CH2:14][NH2:15])[OH:13].Cl>>[OH:13][CH2:12][CH2:14][NH:15][C:2]1[CH:10]=[C:9]([Cl:11])[CH:8]=[CH:7][C:3]=1[C:4]([OH:6])=[O:5]. Procedure: First, 2,4-dichlorobenzoic acid (VI) (19.1 g) and cupric chloride (200 mg) were added to ethanolamine (XI) (36.6 g) and the solution was reacted at 80 to 90° C. for 4.5 hours. After the reaction, the pH of the reaction solution was adjusted to 1 by addition of concentrated hydrochloric acid, and then the resulting precipitate was collected by filtration to give 20.9 g of 2-(2-hydroxyethylamino)-4-chlorobenzoic acid (IX) (yield, 97%). Reactants: IC1=CN=C(S1)C1(CCC1)OCC(=O)OCC (Ethyl 2-(1-(5-iodothiazol-2-yl)cyclobutoxy)acetate), [F-].[Cs+] (CsF), CC1(OB(OC1(C)C)C1=CC=C(N)C=C1)C (4-(4,4,5,5-tetramethyl-1,3,2-dioxaborolan-2-yl)aniline), C(OC)COC (dimethoxyethane). Reagents/catalysts: C=1C=CC(=CC1)[P](C=2C=CC=CC2)(C=3C=CC=CC3)[Pd]([P](C=4C=CC=CC4)(C=5C=CC=CC5)C=6C=CC=CC6)([P](C=7C=CC=CC7)(C=8C=CC=CC8)C=9C=CC=CC9)[P](C=1C=CC=CC1)(C=1C=CC=CC1)C=1C=CC=CC1 (tetrakis(triphenylphosphine)palladium(0)). Run in CO (methanol). Run at temperature 90 celsius. Product: NC1=CC=C(C=C1)C1=CN=C(S1)C1(CCC1)OCC(=O)OC (Methyl 2-(1-(5-(4-aminophenyl)thiazol-2-yl)cyclobutoxy)acetate). RXN SMILES: I[C:2]1[S:6][C:5]([C:7]2([O:11][CH2:12][C:13]([O:15][CH2:16]C)=[O:14])[CH2:10][CH2:9][CH2:8]2)=[N:4][CH:3]=1.[F-].[Cs+].CC1(C)C(C)(C)OB([C:28]2[CH:34]=[CH:33][C:31]([NH2:32])=[CH:30][CH:29]=2)O1.C(COC)OC>C1C=CC([P]([Pd]([P](C2C=CC=CC=2)(C2C=CC=CC=2)C2C=CC=CC=2)([P](C2C=CC=CC=2)(C2C=CC=CC=2)C2C=CC=CC=2)[P](C2C=CC=CC=2)(C2C=CC=CC=2)C2C=CC=CC=2)(C2C=CC=CC=2)C2C=CC=CC=2)=CC=1.CO>[NH2:32][C:31]1[CH:33]=[CH:34][C:28]([C:2]2[S:6][C:5]([C:7]3([O:11][CH2:12][C:13]([O:15][CH3:16])=[O:14])[CH2:8][CH2:9][CH2:10]3)=[N:4][CH:3]=2)=[CH:29][CH:30]=1 |f:1.2,^1:45,47,66,85|. Reported procedure: A solution of Example 24A (0.750 g, 2/04 mmol), CsF (0.930 g, 6.12 mmol), 4-(4,4,5,5-tetramethyl-1,3,2-dioxaborolan-2-yl)aniline (0.447 g, 2.04 mmol), and tetrakis(triphenylphosphine)palladium(0) (0.231 g, 0.200 mmol) in a solvent mixture of dimethoxyethane (5 mL) and methanol (5 mL) was heated to 90° C. for 16 h. The reaction was cooled to room temperature and partitioned between H2O (10 mL) and ethyl acetate (10 mL). The layers were separated, and the aqueous was extracted with additional ethy... The reactants are ClC1=C(C=CC=C1)I (2-chloroiodobenzene), Cl.NO (hydroxylamine hydrochloride), C(C)(=O)[O-].[Na+] (sodium acetate), ClC1=C(C=CC=C1)N1C=C(C2=CC=CC=C12)CC(C)=O (1-(2-chlorophenyl)-3-(2-oxopropyl)indole). The solvent is C(C)O (ethanol). Conditions: time 8 hour. The product is ClC1=C(C=CC=C1)N1C=C(C2=CC=CC=C12)CC(C)=NO (1-(2-chlorophenyl)-3-(2-hydroxyiminopropyl)indole). The yield is 71.0%. RXN SMILES: Cl.[NH2:2][OH:3].C([O-])(=O)C.[Na+].[Cl:9][C:10]1[CH:15]=[CH:14][CH:13]=[CH:12][C:11]=1[N:16]1[C:24]2[C:19](=[CH:20][CH:21]=[CH:22][CH:23]=2)[C:18]([CH2:25][C:26](=O)[CH3:27])=[CH:17]1.ClC1C=CC=CC=1I>C(O)C>[Cl:9][C:10]1[CH:15]=[CH:14][CH:13]=[CH:12][C:11]=1[N:16]1[C:24]2[C:19](=[CH:20][CH:21]=[CH:22][CH:23]=2)[C:18]([CH2:25][C:26](=[N:2][OH:3])[CH3:27])=[CH:17]1 |f:0.1,2.3|. Procedure details: 2.1 G (0.03 mole) of hydroxylamine hydrochloride and 2.1 g of sodium acetate are added, all at once, to 5.8 g (0.02 mole) of 1-(2-chlorophenyl)-3-(2-oxopropyl)indole prepared as described in example 1 but using 2-chloroiodobenzene instead of iodobenzene are dissolved in 50 ml of ethanol. The mixture is stirred overnight. The oxime formed is then filtered, washed in water and recrystallised, after drying, from 30 ml of di-isopropyl ether. Product = 4.3 g: Melting point (k) = 127°. Yield = 71%. The reactants are C(CC)N=C=O (propyl isocyanate), Cl.C1(=CC=CC2=CC=CC=C12)C(CN)C(=O)OC (2-(1-naphthyl)-2-(methoxycarbonyl)ethylamine hydrochloride), Cl (hydrochloric acid). Solvent: N1=CC=CC=C1 (pyridine). Run at temperature 80 celsius, time 1 hour. Product: C1(=CC=CC2=CC=CC=C12)C(CNC(=O)NCCC)C(=O)OC (N-[2-(1-naphthyl)-2-(methoxycarbonyl)ethyl]-N'-propylurea). Reaction SMILES: [CH2:1]([N:4]=[C:5]=[O:6])[CH2:2][CH3:3].Cl.[C:8]1([CH:18]([C:21]([O:23][CH3:24])=[O:22])[CH2:19][NH2:20])[C:17]2[C:12](=[CH:13][CH:14]=[CH:15][CH:16]=2)[CH:11]=[CH:10][CH:9]=1.Cl>N1C=CC=CC=1>[C:8]1([CH:18]([C:21]([O:23][CH3:24])=[O:22])[CH2:19][NH:20][C:5]([NH:4][CH2:1][CH2:2][CH3:3])=[O:6])[C:17]2[C:12](=[CH:13][CH:14]=[CH:15][CH:16]=2)[CH:11]=[CH:10][CH:9]=1 |f:1.2|. Procedure: 0.011 mol of propyl isocyanate is added dropwise and with magnetic stirring to a suspension of 0.01 mol of 2-(1-naphthyl)-2-(methoxycarbonyl)ethylamine hydrochloride, obtained in stage B of Example 11, in 5 cm3 of pyridine. The reaction medium is stirred for 1 hour at a temperature of 80° C. and then poured into ice-cold water. The mixture is acidified with 1N hydrochloric acid solution. The precipitate formed is drained, washed with water, dried and then recrystallized in a toluene/cyclohexane ...